Dataset: the Open Reaction Database (ORD), a public repository of structured organic reaction records. Task: describe an organic reaction: reactants, conditions, products, and yield Reactants: ClC=1C=CC2=C(C(=NCC(=N2)NC(C(=O)CN2C(C=3C(C2=O)=CC=CC3)=O)C)C3=C(C=CC=C3)Cl)C1 (7-chloro-5-(o-chlorophenyl)-2-[(3-phthalimido-1-methylacetonyl)amino]-3H-1,4-benzodiazepine), ethylene ketal. Run in S(O)(O)(=O)=O (sulfuric acid). Conditions: time 18 hour. Product: ClC=1C=CC2=C(C(=NCC=3N2C(=C(N3)C)CN3C(C=2C(C3=O)=CC=CC2)=O)C2=C(C=CC=C2)Cl)C1 (8-chloro-1-(phthalimidomethyl)-2-methyl-6-(o-chlorophenyl)-4H-imidazo[1,2-a][1,4]benzodiazepine). As a reaction SMILES: [Cl:1][C:2]1[CH:3]=[CH:4][C:5]2[N:11]=[C:10]([NH:12][CH:13]([CH3:28])[C:14]([CH2:16][N:17]3[C:21](=[O:22])[C:20]4=[CH:23][CH:24]=[CH:25][CH:26]=[C:19]4[C:18]3=[O:27])=O)[CH2:9][N:8]=[C:7]([C:29]3[CH:34]=[CH:33][CH:32]=[CH:31][C:30]=3[Cl:35])[C:6]=2[CH:36]=1>S(=O)(=O)(O)O>[Cl:1][C:2]1[CH:3]=[CH:4][C:5]2[N:11]3[C:14]([CH2:16][N:17]4[C:21](=[O:22])[C:20]5=[CH:23][CH:24]=[CH:25][CH:26]=[C:19]5[C:18]4=[O:27])=[C:13]([CH3:28])[N:12]=[C:10]3[CH2:9][N:8]=[C:7]([C:29]3[CH:34]=[CH:33][CH:32]=[CH:31][C:30]=3[Cl:35])[C:6]=2[CH:36]=1. Procedure details: In the manner given in example 20 a suspension of 7-chloro-5-(o-chlorophenyl)-2-[(3-phthalimido-1-methylacetonyl)amino]-3H-1,4-benzodiazepine, ethylene ketal in concentrated sulfuric acid is stirred at room temperature under nitrogen for 18 hours and the reaction mixture poured onto ice, treated with base and the product isolated to give 8-chloro-1-(phthalimidomethyl)-2-methyl-6-(o-chlorophenyl)-4H-imidazo[1,2-a][1,4]benzodiazepine. RXN SMILES: [Br:7][CH2:8][CH2:9][OH:10].[C:1](=[O:2])([O-:3])[O-:4].[CH3:32][C:33](=[O:34])[CH3:35].[Cl:11][c:12]1[c:13]([NH:27][S:28](=[O:29])(=[O:30])[CH3:31])[c:14]2[n:15][c:16]([O:25][CH3:26])[c:17]([O:23][CH3:24])[n:18][c:19]2[cH:20][c:21]1[Cl:22].[K+:5].[K+:6]>>[CH2:8]([CH2:9][OH:10])[N:27]([c:13]1[c:12]([Cl:11])[c:21]([Cl:22])[cH:20][c:19]2[c:14]1[n:15][c:16]([O:25][CH3:26])[c:17]([O:23][CH3:24])[n:18]2)[S:28](=[O:29])(=[O:30])[CH3:31]. The product is COc1nc2cc(Cl)c(Cl)c(N(CCO)S(C)(=O)=O)c2nc1OC. Starting materials: OCCBr, O=C([O-])[O-], CC(C)=O, COc1nc2cc(Cl)c(Cl)c(NS(C)(=O)=O)c2nc1OC, [K+], [K+].